From a dataset of the Open Reaction Database (ORD), a public repository of structured organic reaction records. describe an organic reaction: reactants, conditions, products, and yield The reactants are OC1=CC=C(C=O)C=C1 (4-hydroxybenzaldehyde), CC(=O)C (acetone), CO (methanol), CS(=O)(=O)O (methanesulfonic acid). The solvent is O (water). Conditions: temperature 70 celsius, time 4 hour. Yields the product OC1=CC=C(C=CC(=O)C=CC2=CC=C(C=C2)O)C=C1 (bis(4-hydroxystyryl)ketone). Isolated yield 54.0%. As a reaction SMILES: [OH:1][C:2]1[CH:9]=[CH:8][C:5]([CH:6]=O)=[CH:4][CH:3]=1.[CH3:10][C:11]([CH3:13])=[O:12].[CH3:14][OH:15].CS(O)(=O)=O>O>[OH:1][C:2]1[CH:9]=[CH:8][C:5]([CH:6]=[CH:10][C:11]([CH:13]=[CH:6][C:5]2[CH:8]=[CH:9][C:14]([OH:15])=[CH:3][CH:4]=2)=[O:12])=[CH:4][CH:3]=1. Reported procedure: 122 g of 4-hydroxybenzaldehyde and 30 g of acetone were added to 300 ml of methanol. To the mixture was then added 10 g of methanesulfonic acid. The reaction mixture was then stirred at a temperature of 70° C. for 4 hours. To the reaction solution was then added gradually 1,000 ml of distilled water to obtain bis(4-hydroxystyryl)ketone in the form of yellow crystal. 50 g of the yellow crystal was then dissolved in 200 ml of methanol. To the solution was then added 100 ml of a 10% aqueous solutio... Reactants: Cl (hydrochloric acid), CN(C)CC=1SC=C(N1)C(=O)OCC (ethyl 2-dimethylaminomethyl-4-thiazolecarboxylate), [BH4-].[Na+] (sodium borohydride), C(C)(C)O (isopropanol). Solvent: O (water). Product: Cl.CN(C)CC=1SC=C(N1)CO (2-dimethylaminomethyl-4-thiazolemethanol hydrochloride). As a reaction SMILES: [CH3:1][N:2]([CH2:4][C:5]1[S:6][CH:7]=[C:8]([C:10](OCC)=[O:11])[N:9]=1)[CH3:3].[BH4-].[Na+].C(O)(C)C.[ClH:21]>O>[ClH:21].[CH3:3][N:2]([CH2:4][C:5]1[S:6][CH:7]=[C:8]([CH2:10][OH:11])[N:9]=1)[CH3:1] |f:1.2,6.7|. Reported procedure: Alternatively, a mixture of 2.14 g of ethyl 2-dimethylaminomethyl-4-thiazolecarboxylate and 0.38 g of sodium borohydride in 20 ml. of isopropanol was heated with stirring at reflux temperature for about 14 hours. The reaction mixture was cooled, and 2 ml. of water were added carefully followed by 4 ml. of 5N aqueous hydrochloric acid. The volatile constituents were removed by evaporation. Methanol (10 ml.) was added and the mixture heated to refluxing temperature for about one hour. Methanol was...